Dataset: the Open Reaction Database (ORD), a public repository of structured organic reaction records. Task: describe an organic reaction: reactants, conditions, products, and yield Starting materials: CC1(C)CC=Cc2cccc(-n3[nH]c4c(c3=O)C3CCC4(C)C3)c21, CN(C)C=O, CI. Yields the product Cn1c2c(c(=O)n1-c1cccc3c1C(C)(C)CC=C3)C1CCC2(C)C1. As a reaction SMILES: [CH3:1][C:2]12[CH2:3][CH2:4][CH:5]([c:6]3[c:7](=[O:23])[n:8](-[c:11]4[cH:12][cH:13][cH:14][c:15]5[c:20]4[C:19]([CH3:21])([CH3:22])[CH2:18][CH:17]=[CH:16]5)[nH:9][c:10]31)[CH2:24]2.[CH3:27][N:28]([CH3:29])[CH:30]=[O:31].[I:25][CH3:26]>>[CH3:1][C:2]12[CH2:3][CH2:4][CH:5]([c:6]3[c:7](=[O:23])[n:8](-[c:11]4[cH:12][cH:13][cH:14][c:15]5[c:20]4[C:19]([CH3:21])([CH3:22])[CH2:18][CH:17]=[CH:16]5)[n:9]([CH3:26])[c:10]31)[CH2:24]2. The reactants are Cn1nc(Br)c(=O)[nH]c1=O, Cc1ccccc1, Fc1ccc(Cl)c(OC2CCNCC2)c1. Yields the product Cn1nc(N2CCC(Oc3cc(F)ccc3Cl)CC2)c(=O)[nH]c1=O. As a reaction SMILES: [Br:1][c:2]1[c:3](=[O:10])[nH:4][c:5](=[O:9])[n:6]([CH3:8])[n:7]1.[CH3:26][c:27]1[cH:28][cH:29][cH:30][cH:31][cH:32]1.[Cl:11][c:12]1[c:13]([O:14][CH:15]2[CH2:16][CH2:17][NH:18][CH2:19][CH2:20]2)[cH:21][c:22]([F:25])[cH:23][cH:24]1>>[c:2]1([N:18]2[CH2:17][CH2:16][CH:15]([O:14][c:13]3[c:12]([Cl:11])[cH:24][cH:23][c:22]([F:25])[cH:21]3)[CH2:20][CH2:19]2)[c:3](=[O:10])[nH:4][c:5](=[O:9])[n:6]([CH3:8])[n:7]1. The reactants are [BH3-]C#N, CC(=O)O, CCc1ccc(C=O)cc1, CO, ClCCl, [Na+], [Na+], [OH-], O=C(CNC(=O)OCC1c2ccccc2-c2ccccc21)NCC1CCNCC1. The product is CCc1ccc(CN2CCC(CNC(=O)CNC(=O)OCC3c4ccccc4-c4ccccc43)CC2)cc1. RXN SMILES: [C:40]([BH3-:41])#[N:42].[C:46]([OH:47])(=[O:48])[CH3:49].[CH2:30]([CH3:31])[c:32]1[cH:33][cH:34][c:35]([CH:36]=[O:37])[cH:38][cH:39]1.[CH3:50][OH:51].[Cl:52][CH2:53][Cl:54].[Na+:43].[Na+:45].[OH-:44].[cH:1]1[cH:2][cH:3][cH:4][c:5]2[c:13]1[CH:12]([CH2:14][O:15][C:16](=[O:17])[NH:18][CH2:19][C:20](=[O:21])[NH:22][CH2:23][CH:24]1[CH2:25][CH2:26][NH:27][CH2:28][CH2:29]1)[c:11]1[c:6]-2[cH:7][cH:8][cH:9][cH:10]1>>[cH:1]1[cH:2][cH:3][cH:4][c:5]2[c:13]1[CH:12]([CH2:14][O:15][C:16](=[O:17])[NH:18][CH2:19][C:20](=[O:21])[NH:22][CH2:23][CH:24]1[CH2:25][CH2:26][N:27]([CH2:36][c:35]3[cH:34][cH:33][c:32]([CH2:30][CH3:31])[cH:39][cH:38]3)[CH2:28][CH2:29]1)[c:11]1[c:6]-2[cH:7][cH:8][cH:9][cH:10]1. Starting materials: Cc1cc2c(cc1Br)C(c1ccccn1)=NC(C)(C)O2, [C-]#N, CN(C)C=O, N#C[Na], O. The product is Cc1cc2c(cc1C#N)C(c1ccccn1)=NC(C)(C)O2. Reaction SMILES: [Br:3][c:4]1[c:5]([CH3:22])[cH:6][c:7]2[c:8]([cH:21]1)[C:9]([c:15]1[n:16][cH:17][cH:18][cH:19][cH:20]1)=[N:10][C:11]([CH3:13])([CH3:14])[O:12]2.[C-:1]#[N:2].[CH3:26][N:27]([CH3:28])[CH:29]=[O:30].[Na:23][C:24]#[N:25].[OH2:31]>>[c:4]1([C:24]#[N:25])[c:5]([CH3:22])[cH:6][c:7]2[c:8]([cH:21]1)[C:9]([c:15]1[n:16][cH:17][cH:18][cH:19][cH:20]1)=[N:10][C:11]([CH3:13])([CH3:14])[O:12]2. The reactants are O=C(Cl)c1ncc(Br)cn1, CNC, CCOC(C)=O, C1CCOC1. Product: CN(C)C(=O)c1ncc(Br)cn1. Reaction SMILES: [Br:1][c:2]1[cH:3][n:4][c:5]([C:8](=[O:9])[Cl:10])[n:6][cH:7]1.[CH3:11][NH:12][CH3:13].[CH3:19][CH2:20][O:21][C:22](=[O:23])[CH3:24].[O:14]1[CH2:15][CH2:16][CH2:17][CH2:18]1>>[Br:1][c:2]1[cH:3][n:4][c:5]([C:8](=[O:9])[N:12]([CH3:11])[CH3:13])[n:6][cH:7]1. Starting materials: COC(=O)C(CC1=CC=C(C=C1)CCO)(C)C (2-[4-(2-methoxycarbonyl-2-methylpropyl)phenyl]ethyl alcohol), C(Br)(Br)(Br)Br (carbon tetrabromide), C1(=CC=CC=C1)P(C1=CC=CC=C1)C1=CC=CC=C1 (triphenylphosphine). Run in C(Cl)Cl (methylene chloride). Run at time 1 hour. Yields the product COC(=O)C(CC1=CC=C(C=C1)CCBr)(C)C (2-[4-(2-methoxycarbonyl-2-methylpropyl)phenyl]ethyl bromide). Yield: 85.0%. As a reaction SMILES: [CH3:1][O:2][C:3]([C:5]([CH3:17])([CH3:16])[CH2:6][C:7]1[CH:12]=[CH:11][C:10]([CH2:13][CH2:14]O)=[CH:9][CH:8]=1)=[O:4].C(Br)(Br)(Br)[Br:19].C1(P(C2C=CC=CC=2)C2C=CC=CC=2)C=CC=CC=1>C(Cl)Cl>[CH3:1][O:2][C:3]([C:5]([CH3:17])([CH3:16])[CH2:6][C:7]1[CH:12]=[CH:11][C:10]([CH2:13][CH2:14][Br:19])=[CH:9][CH:8]=1)=[O:4]. Procedure details: To a solution of lithium diisopropylamide (0.1 mol/l solution in tetrahydrofuran, 15 ml) was added a solution of 1-(2-t-butyldimethylsiloxyethyl)-4-(2-methoxycarbonylpropyl)benzene (0.62 g) in tetrahydrofuran (2 ml) at -78° C., and the mixture was stirred at the same temperature for 30 minutes. To the reaction mixture was added a solution of iodomethane (0.20 g) in tetrahydrofuran (2 ml), and the mixture was stirred at room temperature for 4 hours. To the reaction mixture was added water, and th... Starting materials: [Li]C#C[Si](C)(C)C (lithio(trimethylsilyl)acetylene), O=C1CCN(CC1)C1=C(C=C(C=C1)N1C(O[C@H](C1)CNC(C)=O)=O)F ((S)—N-{3-[4-(4-oxo-piperidin-1-yl)-3-fluorophenyl]-2-oxo-oxazolidin-5-ylmethyl}-acetamide), [Cl-].[NH4+] (ammonium chloride), solution, C([O-])([O-])=O.[K+].[K+] (potassium carbonate). The solvent is O1CCCC1 (tetrahydrofuran). Conditions: temperature 78 celsius, time 15 minute. Yields the product C(C#C)C1(CCN(CC1)C1=C(C=C(C=C1)N1C(O[C@H](C1)CNC(C)=O)=O)F)O ((S)—N-{3-[4-(4-(Prop-2-yn-1-yl)-4-hydroxy piperidin-1-yl)-3-fluorophenyl]-2-oxo-oxazolidin-5-ylmethyl}-acetamide). Yield: 19.0%. As a reaction SMILES: [Li][C:2]#[C:3][Si](C)(C)C.[O:8]=[C:9]1[CH2:14][CH2:13][N:12]([C:15]2[CH:20]=[CH:19][C:18]([N:21]3[CH2:25][C@H:24]([CH2:26][NH:27][C:28](=[O:30])[CH3:29])[O:23][C:22]3=[O:31])=[CH:17][C:16]=2[F:32])[CH2:11][CH2:10]1.[Cl-].[NH4+].[C:35](=O)([O-])[O-].[K+].[K+]>O1CCCC1>[CH2:35]([C:9]1([OH:8])[CH2:10][CH2:11][N:12]([C:15]2[CH:20]=[CH:19][C:18]([N:21]3[CH2:25][C@H:24]([CH2:26][NH:27][C:28](=[O:30])[CH3:29])[O:23][C:22]3=[O:31])=[CH:17][C:16]=2[F:32])[CH2:13][CH2:14]1)[C:2]#[CH:3] |f:2.3,4.5.6|. Procedure details: A mixture of lithio(trimethylsilyl)acetylene (1.72 mmol) and (S)—N-{3-[4-(4-oxo-piperidin-1-yl)-3-fluorophenyl]-2-oxo-oxazolidin-5-ylmethyl}-acetamide (1.72 mmol) in tetrahydrofuran (10 ml) was stirred at a temperature—78° C. for 15 minutes. It was allowed to come to room temperature and further stirred for 18 hours. The reaction mixture was then stirred with aqueous solution of ammonium chloride, the reaction mixture was extracted with ethyl acetate (3×40 ml). The removal of the solvent provide... Reaction SMILES: [CH3:31][NH2:32].[CH3:33][C:34]#[N:35].[Cl:1][c:2]1[cH:3][cH:4][c:5]([C:8]2=[N:9][N:10]([C:19]([NH:20][S:21](=[O:22])(=[O:23])[N:24]([CH2:25][CH2:26][CH3:27])[CH2:28][CH3:29])=[S:30])[CH2:11][CH:12]2[c:13]2[cH:14][cH:15][cH:16][cH:17][cH:18]2)[cH:6][cH:7]1.[Hg:36]([Cl:37])[Cl:38]>>[Cl:1][c:2]1[cH:3][cH:4][c:5]([C:8]2=[N:9][N:10]([C:19](=[N:20][S:21](=[O:22])(=[O:23])[N:24]([CH2:25][CH2:26][CH3:27])[CH2:28][CH3:29])[NH:32][CH3:31])[CH2:11][CH:12]2[c:13]2[cH:14][cH:15][cH:16][cH:17][cH:18]2)[cH:6][cH:7]1. Yields the product CCCN(CC)S(=O)(=O)N=C(NC)N1CC(c2ccccc2)C(c2ccc(Cl)cc2)=N1. Starting materials: CN, CC#N, CCCN(CC)S(=O)(=O)NC(=S)N1CC(c2ccccc2)C(c2ccc(Cl)cc2)=N1, Cl[Hg]Cl.